This data is from the Open Reaction Database (ORD), a public repository of structured organic reaction records. The task is: describe an organic reaction: reactants, conditions, products, and yield Starting materials: CC(C)(C)c1ccnc(CO)c1, ClC(Cl)Cl, O=S(Cl)Cl. Yields the product CC(C)(C)c1ccnc(CCl)c1. As a reaction SMILES: [C:1]([CH3:2])([CH3:3])([CH3:4])[c:5]1[cH:6][c:7]([CH2:11][OH:12])[n:8][cH:9][cH:10]1.[CH:17]([Cl:18])([Cl:19])[Cl:20].[S:13]([Cl:14])([Cl:15])=[O:16]>>[C:1]([CH3:2])([CH3:3])([CH3:4])[c:5]1[cH:6][c:7]([CH2:11][Cl:15])[n:8][cH:9][cH:10]1.